Dataset: the Open Reaction Database (ORD), a public repository of structured organic reaction records. Task: describe an organic reaction: reactants, conditions, products, and yield Starting materials: [H][H] (hydrogen), OC(C(F)(F)F)C1CCC(CC1)=O (4-(1-hydroxy-2,2,2-trifluoroethyl)cyclohexanone), C(C1=CC=CC=C1)N (benzylamine). Reagents/catalysts: [Pt] (platinum). The solvent is CO (methanol). Product: C(C1=CC=CC=C1)N[C@@H]1CC[C@@H](CC1)C(C(F)(F)F)O (cis-1-benzylamino-4-(1-hydroxy-2,2,2-trifluoroethyl)cyclohexane). As a reaction SMILES: [H][H].[OH:3][CH:4]([CH:9]1[CH2:14][CH2:13][C:12](=O)[CH2:11][CH2:10]1)[C:5]([F:8])([F:7])[F:6].[CH2:16]([NH2:23])[C:17]1[CH:22]=[CH:21][CH:20]=[CH:19][CH:18]=1>CO.[Pt]>[CH2:16]([NH:23][C@H:12]1[CH2:13][CH2:14][C@@H:9]([CH:4]([OH:3])[C:5]([F:8])([F:7])[F:6])[CH2:10][CH2:11]1)[C:17]1[CH:22]=[CH:21][CH:20]=[CH:19][CH:18]=1. Procedure: At 50° C. and a hydrogen pressure of 5 bar, 43.0 g of 4-(1-hydroxy-2,2,2-trifluoroethyl)cyclohexanone and 24.0 g of benzylamine in 400 ml of methanol were hydrogenated in the presence of 1.5 g of platinum (5% on carbon). The catalyst was filtered off and the mixture was concentrated. The cis/trans isomers were separated by silica gel chromatography (ethyl acetate/ethanol 9:1). The cis isomer eluted first of the two isomers, to give the title product as a colourless oil. Reactants: FC(C=1C=C(CN2C(C3=C(OCCC2)N=C(C=C3C3=C(C=CC=C3)C)Cl)=O)C=C(C1)C(F)(F)F)(F)F (5-[3,5-bis(trifluoromethyl)benzyl]-9-chloro-7-(2-methylphenyl)-6-oxo-2,3,4,5-tetrahydro-6H-pyrido[2,3-b][1,5]oxazocine), C(C)(=O)N1CCNCC1 (1-acetylpiperazine). Run in O (water). Reaction conditions: temperature 150 celsius, time 5 hour. The product is C(C)(=O)N1CCN(CC1)C=1C=C(C2=C(OCCCN(C2=O)CC2=CC(=CC(=C2)C(F)(F)F)C(F)(F)F)N1)C1=C(C=CC=C1)C (9-(4-acetylpiperazine-1-yl)-5-[3,5-bis(trifluoromethyl)benzyl]-7-(2-methylphenyl)-6-oxo-2,3,4,5-tetrahydro-6H-pyrido[2,3-b][1,5]oxazocine). Isolated yield 38.0%. As a reaction SMILES: [F:1][C:2]([F:36])([F:35])[C:3]1[CH:4]=[C:5]([CH:28]=[C:29]([C:31]([F:34])([F:33])[F:32])[CH:30]=1)[CH2:6][N:7]1[CH2:14][CH2:13][CH2:12][O:11][C:10]2[N:15]=[C:16](Cl)[CH:17]=[C:18]([C:19]3[CH:24]=[CH:23][CH:22]=[CH:21][C:20]=3[CH3:25])[C:9]=2[C:8]1=[O:27].[C:37]([N:40]1[CH2:45][CH2:44][NH:43][CH2:42][CH2:41]1)(=[O:39])[CH3:38]>O>[C:37]([N:40]1[CH2:45][CH2:44][N:43]([C:16]2[CH:17]=[C:18]([C:19]3[CH:24]=[CH:23][CH:22]=[CH:21][C:20]=3[CH3:25])[C:9]3[C:8](=[O:27])[N:7]([CH2:6][C:5]4[CH:4]=[C:3]([C:2]([F:36])([F:35])[F:1])[CH:30]=[C:29]([C:31]([F:34])([F:33])[F:32])[CH:28]=4)[CH2:14][CH2:13][CH2:12][O:11][C:10]=3[N:15]=2)[CH2:42][CH2:41]1)(=[O:39])[CH3:38]. Procedure: A mixture of 5-[3,5-bis(trifluoromethyl)benzyl]-9-chloro-7-(2-methylphenyl)-6-oxo-2,3,4,5-tetrahydro-6H-pyrido[2,3-b][1,5]oxazocine (compound of Reference Example 17; 100 mg) and 1-acetylpiperazine (73.0 mg) was stirred at 150° C. for 5 hours. To the resulting residue, water was added, and then the mixture was subjected to extraction with ethyl acetate. The resulting extract was dried on anhydrous sodium sulfate. The solvent was removed by distillation to obtain a residue, and then the residue w...